From a dataset of the Open Reaction Database (ORD), a public repository of structured organic reaction records. describe an organic reaction: reactants, conditions, products, and yield Reactants: CC(C)OC1=C(C#N)C=C(C=C1)B1OC(C(O1)(C)C)(C)C (2-[(1-methylethyl)oxy]-5-(4,4,5,5-tetramethyl-1,3,2-dioxaborolan-2-yl)benzonitrile), BrC1=NSC(=N1)Cl (3-bromo-5-chloro-1,2,4-thiadiazole), P(=O)([O-])([O-])[O-].[K+].[K+].[K+] (tripotassium phosphate). The reagents and catalysts are C=1C=CC(=CC1)[P](C=2C=CC=CC2)(C=3C=CC=CC3)[Pd]([P](C=4C=CC=CC4)(C=5C=CC=CC5)C=6C=CC=CC6)([P](C=7C=CC=CC7)(C=8C=CC=CC8)C=9C=CC=CC9)[P](C=1C=CC=CC1)(C=1C=CC=CC1)C=1C=CC=CC1 (Pd(Ph3P)4). Solvent: COCCOC (1,2-dimethoxyethane), O (water), O (Water). Run at temperature 120 celsius. The product is BrC1=NSC(=N1)C=1C=CC(=C(C#N)C1)OC(C)C (5-(3-bromo-1,2,4-thiadiazol-5-yl)-2-[(1-methylethyl)oxy]benzonitrile). Isolated yield 48.2%. As a reaction SMILES: [CH3:1][CH:2]([O:4][C:5]1[CH:12]=[CH:11][C:10](B2OC(C)(C)C(C)(C)O2)=[CH:9][C:6]=1[C:7]#[N:8])[CH3:3].[Br:22][C:23]1[N:27]=[C:26](Cl)[S:25][N:24]=1.P([O-])([O-])([O-])=O.[K+].[K+].[K+]>COCCOC.O.C1C=CC([P]([Pd]([P](C2C=CC=CC=2)(C2C=CC=CC=2)C2C=CC=CC=2)([P](C2C=CC=CC=2)(C2C=CC=CC=2)C2C=CC=CC=2)[P](C2C=CC=CC=2)(C2C=CC=CC=2)C2C=CC=CC=2)(C2C=CC=CC=2)C2C=CC=CC=2)=CC=1>[Br:22][C:23]1[N:27]=[C:26]([C:10]2[CH:11]=[CH:12][C:5]([O:4][CH:2]([CH3:1])[CH3:3])=[C:6]([CH:9]=2)[C:7]#[N:8])[S:25][N:24]=1 |f:2.3.4.5,^1:47,49,68,87|. Procedure details: To a solution of 2-[(1-methylethyl)oxy]-5-(4,4,5,5-tetramethyl-1,3,2-dioxaborolan-2-yl)benzonitrile (D39) (280 mg), 3-bromo-5-chloro-1,2,4-thiadiazole (194 mg) and tripotassium phosphate (517 mg) in 1,2-dimethoxyethane (DME) (4 mL) and water (1 mL) under nitrogen was added Pd(Ph3P)4 (113 mg). The reaction vessel was sealed and heated under microwave at 120° C. for 10 min. Water was added, the reaction mixture was filtered through the celite. The aqueous layer was extracted with EA for 3 times. t... The reactants are N#CC1(NC(=O)C2CC(S(=O)(=O)c3ccccc3Cl)CN2)CC1, CC=O, Cl. Product: CCN1CC(S(=O)(=O)c2ccccc2Cl)CC1C(=O)NC1(C#N)CC1. RXN SMILES: [C:2](#[N:3])[C:4]1([NH:7][C:8](=[O:9])[CH:10]2[NH:11][CH2:12][CH:13]([S:15](=[O:16])(=[O:17])[c:18]3[c:19]([Cl:24])[cH:20][cH:21][cH:22][cH:23]3)[CH2:14]2)[CH2:5][CH2:6]1.[CH:25]([CH3:26])=[O:27].[ClH:1]>>[C:2](#[N:3])[C:4]1([NH:7][C:8](=[O:9])[CH:10]2[N:11]([CH2:25][CH3:26])[CH2:12][CH:13]([S:15](=[O:16])(=[O:17])[c:18]3[c:19]([Cl:24])[cH:20][cH:21][cH:22][cH:23]3)[CH2:14]2)[CH2:5][CH2:6]1. Reactants: C1(=CC=CC=C1)SCCCCOC=1C=C2CCC(NC2=CC1)=O (6-(4-phenylmercapto-butoxy)-3,4-dihydro-carbostyril), CO (methanol). Solvent: O (water). Conditions: time 15 hour. Yields the product C1(=CC=CC=C1)S(=O)CCCCOC=1C=C2CCC(NC2=CC1)=O (6-(4-Phenylsulfinyl-butoxy)-3,4-dihydro-carbostyril). RXN SMILES: [C:1]1([S:7][CH2:8][CH2:9][CH2:10][CH2:11][O:12][C:13]2[CH:14]=[C:15]3[C:20](=[CH:21][CH:22]=2)[NH:19][C:18](=[O:23])[CH2:17][CH2:16]3)[CH:6]=[CH:5][CH:4]=[CH:3][CH:2]=1.C[OH:25]>O>[C:1]1([S:7]([CH2:8][CH2:9][CH2:10][CH2:11][O:12][C:13]2[CH:14]=[C:15]3[C:20](=[CH:21][CH:22]=2)[NH:19][C:18](=[O:23])[CH2:17][CH2:16]3)=[O:25])[CH:6]=[CH:5][CH:4]=[CH:3][CH:2]=1. Reported procedure: 1.6 gm of 6-(4-phenylmercapto-butoxy)-3,4-dihydro-carbostyril were dissolved in 50 ml of methanol, and 0.9 gm of N-bromosuccininimide were added. After stirring for 15 hours at room temperature, the mixture was diluted with 500 ml of hot water (80° C.) and decanted from the initially oily precipitate which gradually crystallized. After recrystallization from xylene, white crystals with a melting point of 144° to 145° C. were obtained. Reactants: COC1=CC=C(C#N)C=C1 (4-methoxybenzonitrile), BrCC1=NOC2=C1C=CC(=C2)O[Si](C)(C)C(C)(C)C (3-(bromomethyl)-6-[(tert-butyl(dimethyl)silyl)oxy]-1,2-benzisoxazole), [Li]CCCC (n-BuLi), C(C)(C)NC(C)C (diisopropylamine). Run in C1CCOC1 (THF), C1CCOC1 (THF), C1CCOC1 (THF), C1CCOC1 (THF), O (water). Conditions: temperature -20 celsius, time 30 minute. Product: COC1=CC=C(C=C1)C(C#N)C (2-(4-methoxyphenyl) propanenitrile). Isolated yield 28.0%. As a reaction SMILES: [Li]CCCC.C(N[CH:10]([CH3:12])[CH3:11])(C)C.[CH3:13][O:14][C:15]1[CH:22]=[CH:21][C:18](C#N)=[CH:17][CH:16]=1.BrCC1C2C=CC(O[Si](C(C)(C)C)(C)C)=CC=2O[N:26]=1>O.C1COCC1>[CH3:13][O:14][C:15]1[CH:22]=[CH:21][C:18]([CH:10]([CH3:11])[C:12]#[N:26])=[CH:17][CH:16]=1. Procedure details: A solution of n-BuLi 2.0M in THF (9.7 mmoles) was slowly added to a solution of diisopropylamine (1.3 ml, 1.05 eq) and dry THF (10 ml) at −20° C. under N2. The mixture was stirred for 30 min at −20° C., then 4-methoxybenzonitrile (1.3 g, 8.8 mmoles) and dry THF (10 ml) were slowly added at −78° C. The mixture was stirred for 30 min at −78° C., then 3-(bromomethyl)-6-[(tert-butyl(dimethyl)silyl)oxy]-1,2-benzisoxazole (3 g, 8.8 mmoles) and dry THF (10 ml) were slowly added. The mixture was then st... Starting materials: ClC=1N=C(C2=C(N1)SC(=N2)C(=O)N2CC(C2)N2CCOCC2)N2CCOCC2 ((5-chloro-7-morpholin-4-ylthiazolo[5,4-d]pyrimidin-2-yl)-(3-morpholin-4-ylazetidin-1-yl)methanone), C(C)C=1NC2=C(N1)C=CC=C2 (2-ethylbenzimidazole), CC(C)C1=CC(=C(C(=C1)C(C)C)C2=C(C=CC=C2)P(C3CCCCC3)C4CCCCC4)C(C)C (XPhos), C(=O)([O-])[O-].[Cs+].[Cs+] (Cs2CO3). The reagents and catalysts are C=1C=CC(=CC1)/C=C/C(=O)/C=C/C2=CC=CC=C2.C=1C=CC(=CC1)/C=C/C(=O)/C=C/C2=CC=CC=C2.C=1C=CC(=CC1)/C=C/C(=O)/C=C/C2=CC=CC=C2.[Pd].[Pd] (tris(dibenzylideneacetone)dipalladium). Solvent: CN(C)C=O (DMF). Conditions: temperature 150 celsius. Product: C(C)C1=NC2=C(N1C=1N=C(C3=C(N1)SC(=N3)C(=O)N3CC(C3)N3CCOCC3)N3CCOCC3)C=CC=C2 ((5-(2-ethyl-1H-benzo[d]imidazol-1-yl)-7-morpholinothiazolo[5,4-d]pyrimidin-2-yl)(3-morpholinoazetidin-1-yl)methanone). As a reaction SMILES: Cl[C:2]1[N:3]=[C:4]([N:23]2[CH2:28][CH2:27][O:26][CH2:25][CH2:24]2)[C:5]2[N:10]=[C:9]([C:11]([N:13]3[CH2:16][CH:15]([N:17]4[CH2:22][CH2:21][O:20][CH2:19][CH2:18]4)[CH2:14]3)=[O:12])[S:8][C:6]=2[N:7]=1.[CH2:29]([C:31]1[NH:32][C:33]2[CH:39]=[CH:38][CH:37]=[CH:36][C:34]=2[N:35]=1)[CH3:30].CC(C1C=C(C(C)C)C(C2C=CC=CC=2P(C2CCCCC2)C2CCCCC2)=C(C(C)C)C=1)C.C([O-])([O-])=O.[Cs+].[Cs+]>CN(C=O)C.C1C=CC(/C=C/C(/C=C/C2C=CC=CC=2)=O)=CC=1.C1C=CC(/C=C/C(/C=C/C2C=CC=CC=2)=O)=CC=1.C1C=CC(/C=C/C(/C=C/C2C=CC=CC=2)=O)=CC=1.[Pd].[Pd]>[CH2:29]([C:31]1[N:32]([C:2]2[N:3]=[C:4]([N:23]3[CH2:28][CH2:27][O:26][CH2:25][CH2:24]3)[C:5]3[N:10]=[C:9]([C:11]([N:13]4[CH2:16][CH:15]([N:17]5[CH2:22][CH2:21][O:20][CH2:19][CH2:18]5)[CH2:14]4)=[O:12])[S:8][C:6]=3[N:7]=2)[C:33]2[CH:39]=[CH:38][CH:37]=[CH:36][C:34]=2[N:35]=1)[CH3:30] |f:3.4.5,7.8.9.10.11|. Procedure details: A mixture of (5-chloro-7-morpholin-4-ylthiazolo[5,4-d]pyrimidin-2-yl)-(3-morpholin-4-ylazetidin-1-yl)methanone (98 mg, 0.23 mmol), 2-ethylbenzimidazole (36 mg, 0.25 mmol), tris(dibenzylideneacetone)dipalladium (6 mg, 2.5 mol %), XPhos (10 mg, 9 mol %) and Cs2CO3 (107 mg, 0.33 mmol) in DMF (3 mL) was purged with argon then heated at 150° C. for 30 min in a microwave reactor. The reaction mixture was loaded onto an Isolute® SCX-2 cartridge which was washed with MeOH and the product eluted with 2M ... Starting materials: OCCN1C(=CC=C1C)C (1-(2-hydroxyethyl)-2,5-dimethylpyrrole), C(CC(=O)C)(=O)OCC (ethyl acetoacetate). Conditions: temperature 145 celsius. Product: C(CC(=O)C)(=O)OCCC1=C(NC(=C1)C)C (2-(2,5-dimethylpyrrolyl)ethyl acetoacetate). The yield is 60.5%. RXN SMILES: OCC[N:4]1[C:8]([CH3:9])=[CH:7][CH:6]=[C:5]1[CH3:10].[C:11]([O:17][CH2:18][CH3:19])(=[O:16])[CH2:12][C:13]([CH3:15])=[O:14]>>[C:11]([O:17][CH2:18][CH2:19][C:7]1[CH:6]=[C:5]([CH3:10])[NH:4][C:8]=1[CH3:9])(=[O:16])[CH2:12][C:13]([CH3:15])=[O:14]. Reported procedure: A mixture of 28 g (0.20 mol) of 1-(2-hydroxyethyl)-2,5-dimethylpyrrole and 31.2 g (0.24 mol) of ethyl acetoacetate was heated at 145° C. for six hours. Residual ethanol was removed in vacuo and kugelrohr distillation of the residue gave 27 g (61%) of pale green oil. NMR (CDCl3) δ 2.1 (9H, s), 3.3 (2H, s), 4.0 (4H, m) 5.6 (2H, s)